The task is: describe an organic reaction: reactants, conditions, products, and yield. This data is from the Open Reaction Database (ORD), a public repository of structured organic reaction records. The reactants are COC1=C(C=CC(=C1)OC)C(CCCCC)C(C(=O)O)C(=O)O (2-[1-(2,4-dimethoxyphenyl)hexyl]malonic acid). Run in C=1(C(=CC=CC1)C)C (xylene). Product: COC1=C(C=CC(=C1)OC)C(CC(=O)O)CCCCC (3-(2,4-Dimethoxyphenyl)octanoic acid). Yield: 74.0%. As a reaction SMILES: [CH3:1][O:2][C:3]1[CH:8]=[C:7]([O:9][CH3:10])[CH:6]=[CH:5][C:4]=1[CH:11]([CH:17](C(O)=O)[C:18]([OH:20])=[O:19])[CH2:12][CH2:13][CH2:14][CH2:15][CH3:16]>C1(C)C(C)=CC=CC=1>[CH3:1][O:2][C:3]1[CH:8]=[C:7]([O:9][CH3:10])[CH:6]=[CH:5][C:4]=1[CH:11]([CH2:12][CH2:13][CH2:14][CH2:15][CH3:16])[CH2:17][C:18]([OH:20])=[O:19]. Procedure: A solution of 6.57 g of 2-[1-(2,4-dimethoxyphenyl)hexyl]malonic acid [prepared as described in step (i) above] in 60 ml of xylene was heated under reflux for 3 hours. At the end of this time, the solvent was removed by distillation under reduced pressure, and the resulting residue was purified by column chromatography through 100 g of silica gel, using a gradient elution method, with mixtures of methylene chloride and methanol ranging from 1:0 to 10:1 by volume as the eluent, to give 4.55 g (a t... Reactants: CC(=O)O, O=C1OC(=O)c2cc(Cl)c(Cl)cc21, NC(=O)c1sccc1N. Yields the product NC(=O)c1sccc1N1C(=O)c2cc(Cl)c(Cl)cc2C1=O. As a reaction SMILES: [CH3:23][C:24](=[O:25])[OH:26].[Cl:10][c:11]1[cH:12][c:13]2[c:14]([cH:20][c:21]1[Cl:22])[C:15](=[O:16])[O:17][C:18]2=[O:19].[NH2:1][c:2]1[c:3]([C:7](=[O:8])[NH2:9])[s:4][cH:5][cH:6]1>>[N:1]1([c:2]2[c:3]([C:7](=[O:8])[NH2:9])[s:4][cH:5][cH:6]2)[C:15](=[O:16])[c:14]2[c:13]([cH:12][c:11]([Cl:10])[c:21]([Cl:22])[cH:20]2)[C:18]1=[O:17]. The reactants are [Cl-].[NH4+] (ammonium chloride), 4-alkoxy-5-halogenoalkoxyanthranilic acid, 4-alkoxy-5-halogenoalkoxy-2-nitrobenzoic acid, ClCCCOC=1C(=CC(=C(C(=O)OC)C1)[N+](=O)[O-])OC (methyl 5-(3-chloropropoxy)-4-methoxy-2-nitrobenzoate). Reagents/catalysts: [Fe] (iron). The solvent is O (water), CO (methanol). Product: NC1=C(C(=O)OC)C=C(C(=C1)OC)OCCCCl (methyl 2-amino-5-(3-chloropropoxy)-4-methoxybenzoate). Isolated yield 93.0%. Reaction SMILES: [Cl:1][CH2:2][CH2:3][CH2:4][O:5][C:6]1[C:7]([O:19][CH3:20])=[CH:8][C:9]([N+:16]([O-])=O)=[C:10]([CH:15]=1)[C:11]([O:13][CH3:14])=[O:12].[Cl-].[NH4+]>O.CO.[Fe]>[NH2:16][C:9]1[CH:8]=[C:7]([O:19][CH3:20])[C:6]([O:5][CH2:4][CH2:3][CH2:2][Cl:1])=[CH:15][C:10]=1[C:11]([O:13][CH3:14])=[O:12] |f:1.2|. Procedure details: Med. Chem., 44, 3965 (2001) describes a process for preparing a 4-alkoxy-5-halogenoalkoxyanthranilic acid compound from a 4-alkoxy-5-halogenoalkoxy-2-nitrobenzoic acid compound. For example, methyl 5-(3-chloropropoxy)-4-methoxy-2-nitrobenzoate is reacted with a very excessive amount of iron and ammonium chloride in a mixture of water and methanol, to give methyl 2-amino-5-(3-chloropropoxy)-4-methoxybenzoate (i.e., methyl 5-(3-chloropropoxy)-4-methoxyanthranilate) in 93% yield. Reactants: N(=O)[O-].[Na+] (NaNO2), ice water, C([O-])(O)=O.[Na+] (sodium bicarbonate), N(=O)[O-].[Na+] (sodium nitrite), NC=1C=CC(=C(C1)O)[N+](=O)[O-] (5-amino-2-nitrophenol), CN(C1=CC=CC=C1)CC=C (N-methyl-N-allylaniline), C(C)(=O)[O-].[Na+] (sodium acetate). Run in O (water), C(C)(=O)O (acetic acid), Cl (HCl), C1CCOC1 (THF). Conditions: temperature 0 celsius, time 10 minute. Yields the product CN(C1=CC=C(C=C1)N=NC1=CC(=C(C=C1)[N+](=O)[O-])O)CC=C (N-methyl-N-allyl-4-(4'-nitro-3'-hydroxyphenylazo)aniline). The yield is 98.5%. As a reaction SMILES: [NH2:1][C:2]1[CH:3]=[CH:4][C:5]([N+:9]([O-:11])=[O:10])=[C:6]([OH:8])[CH:7]=1.C([O-])(=O)C.[Na+].[CH3:17][N:18]([CH2:25][CH:26]=[CH2:27])[C:19]1[CH:24]=[CH:23][CH:22]=[CH:21][CH:20]=1.[N:28]([O-])=O.[Na+].C(=O)(O)[O-].[Na+]>Cl.C1COCC1.O.C(O)(=O)C>[CH3:17][N:18]([CH2:25][CH:26]=[CH2:27])[C:19]1[CH:20]=[CH:21][C:22]([N:28]=[N:1][C:2]2[CH:3]=[CH:4][C:5]([N+:9]([O-:11])=[O:10])=[C:6]([OH:8])[CH:7]=2)=[CH:23][CH:24]=1 |f:1.2,4.5,6.7|. Procedure: In a beaker is dissolved 300 mg (1.95 mmol) of recrystallized 5-amino-2-nitrophenol in 2 ml 5N HCl and 1 ml of THF, and the solution is cooled to 0° C. In a separate beaker are combined 2 g sodium acetate, 4 ml of acetic acid and 287 mg (1.95 mmol) of N-methyl-N-allylaniline and the resulting suspension is cooled to as near 0° C. as possible. NaNO2 (140 mg) dissolved in 1 ml of water is added to the first beaker dropwise over 15 minutes while keeping the temperature of the solution below 0° C. W... Starting materials: Cl.COC([C@H](CC1=CC=C(C=C1)Cl)N)=O ((S)-2-amino-3-(4-chloro-phenyl)-propionic acid methyl ester hydrochloride), N1=C2C(=NS1)C(=CC=C2)S(=O)(=O)NC2=C(C(=O)O)C=C(C(=C2)Cl)Cl (2-(benzo[1,2,5]thiadiazole-4-sulfonylamino)-4,5-dichloro-benzoic acid). Yields the product COC([C@H](CC1=CC=C(C=C1)Cl)NC(C1=C(C=C(C(=C1)Cl)Cl)NS(=O)(=O)C1=CC=CC=2C1=NSN2)=O)=O ((S)-2-[2-(Benzo[1,2,5]thiadiazole-4-sulfonylamino)-4,5-dichloro-benzoylamino]-3-(4-chloro-phenyl)-propionic acid methyl ester). Reaction SMILES: Cl.[CH3:2][O:3][C:4](=[O:15])[C@@H:5]([NH2:14])[CH2:6][C:7]1[CH:12]=[CH:11][C:10]([Cl:13])=[CH:9][CH:8]=1.[N:16]1[S:20][N:19]=[C:18]2[C:21]([S:25]([NH:28][C:29]3[CH:37]=[C:36]([Cl:38])[C:35]([Cl:39])=[CH:34][C:30]=3[C:31](O)=[O:32])(=[O:27])=[O:26])=[CH:22][CH:23]=[CH:24][C:17]=12>>[CH3:2][O:3][C:4](=[O:15])[C@@H:5]([NH:14][C:31](=[O:32])[C:30]1[CH:34]=[C:35]([Cl:39])[C:36]([Cl:38])=[CH:37][C:29]=1[NH:28][S:25]([C:21]1[C:18]2=[N:19][S:20][N:16]=[C:17]2[CH:24]=[CH:23][CH:22]=1)(=[O:27])=[O:26])[CH2:6][C:7]1[CH:12]=[CH:11][C:10]([Cl:13])=[CH:9][CH:8]=1 |f:0.1|. Reported procedure: (S)-2-(tert-Butoxycarbonylamino)-3-4-chloro-phenyl)-propionic acid was treated as in EXAMPLE 2, Part A, to produce (S)-2-amino-3-(4-chloro-phenyl)-propionic acid methyl ester hydrochloride as a white solid. This ester was coupled to 2-(benzo[1,2,5]thiadiazole-4-sulfonylamino)-4,5-dichloro-benzoic acid as in EXAMPLE 1, Part C, to afford the title compound. HPLC: RT=11.61 min. MS (ESI−): mass calcd. for C23H17Cl3N4O5S2, 597.97; m/z found, 597/599 [M−H]−. 1H NMR (500 MHz, CDCl3): 11.20 (s, 1H), 8.3... Starting materials: NC1=C(C=C(C=C1)Cl)C(C(F)(F)Cl)=O (1-(2-amino-5-chlorophenyl)-2-chloro-2,2-difluoroethanone), C(#C)C1=CC=CC=C1 (ethynyl benzene), C(C)[Mg]Br (ethyl magnesium bromide), solution. Run in C1CCOC1 (THF), CCOCC (ether), C1CCOC1 (THF). Reaction conditions: time 2 hour. The product is NC1=C(C=C(C=C1)Cl)C(C(F)(F)Cl)(C#CC1=CC=CC=C1)O ((+/-) 2-(2-amino-5-chlorophenyl)-4-phenyl-1-chloro-1,1-difluoro-3-butyn-2-ol). Isolated yield 71.5%. RXN SMILES: [C:1]([C:3]1[CH:8]=[CH:7][CH:6]=[CH:5][CH:4]=1)#[CH:2].C([Mg]Br)C.[NH2:13][C:14]1[CH:19]=[CH:18][C:17]([Cl:20])=[CH:16][C:15]=1[C:21](=[O:26])[C:22]([Cl:25])([F:24])[F:23]>CCOCC.C1COCC1>[NH2:13][C:14]1[CH:19]=[CH:18][C:17]([Cl:20])=[CH:16][C:15]=1[C:21]([OH:26])([C:2]#[C:1][C:3]1[CH:8]=[CH:7][CH:6]=[CH:5][CH:4]=1)[C:22]([Cl:25])([F:23])[F:24]. Procedure: To a 100 mL, 3 necked, oven dried round bottomed flask, with a stirring bar, argon inlet, reflux condenser, and a septum was added ethynyl benzene (2.13 g, 20.83 mmol), dry THF (50 mL) and ethyl magnesium bromide (6.94 mL of a 3.0M solution in ether). This mixture was aged 2 h at ambient temperature then a solution of 1-(2-amino-5-chlorophenyl)-2-chloro-2,2-difluoroethanone (1.00 g, 4.17 mmol) in THF (6 mL) was added with a syringe. The resulting orange-red solution was stirred at ambient temper...